Task: describe an organic reaction: reactants, conditions, products, and yield. Dataset: the Open Reaction Database (ORD), a public repository of structured organic reaction records Starting materials: O=C1CSC2=C(N1)C=C(C=C2)C=O (3-oxo-3,4-dihydro-2H-benzo[1,4]thiazine-6-carbaldehyde), 1.c, N1=CSC2=NC=CC=C21 (thiazolo[5,4-b]pyridine), C(C)(C)(C)OC(N[C@@H]1CC[C@H](CC1)C(N(C)OC)=O)=O ([trans-4-(methoxy-methyl-carbamoyl)-cyclohexyl]-carbamic acid tert-butyl ester). Yields the product N1=C(SC2=NC=CC=C21)C(=O)[C@@H]2CC[C@H](CC2)NCC=2C=CC1=C(NC(CS1)=O)C2 (6-{[trans-4-(thiazolo[5,4-b]pyridine-2-carbonyl)-cyclohexylamino]-methyl}-4H-benzo[1,4]thiazin-3-one), hydrochloride salt. Reaction SMILES: [N:1]1[C:9]2[C:4](=[N:5][CH:6]=[CH:7][CH:8]=2)[S:3][CH:2]=1.C(O[C:15](=O)[NH:16][C@H:17]1[CH2:22][CH2:21][C@H:20]([C:23](=[O:28])N(OC)C)[CH2:19][CH2:18]1)(C)(C)C.[O:30]=[C:31]1[NH:36][C:35]2[CH:37]=[C:38](C=O)[CH:39]=[CH:40][C:34]=2[S:33][CH2:32]1>>[N:1]1[C:9]2[C:4](=[N:5][CH:6]=[CH:7][CH:8]=2)[S:3][C:2]=1[C:23]([C@H:20]1[CH2:19][CH2:18][C@H:17]([NH:16][CH2:15][C:38]2[CH:39]=[CH:40][C:34]3[S:33][CH2:32][C:31](=[O:30])[NH:36][C:35]=3[CH:37]=2)[CH2:22][CH2:21]1)=[O:28]. Procedure: Using thiazolo[5,4-b]pyridine (10 mmol; Synthesis (1974), 120), [trans-4-(methoxy-methyl-carbamoyl)-cyclohexyl]-carbamic acid tert-butyl ester (5 mmol) and 3-oxo-3,4-dihydro-2H-benzo[1,4]thiazine-6-carbaldehyde (0.38 mmol) according to the same protocol as that described for example 1, steps 1.a to 1.c, the title compound was obtained as its hydrochloride salt (20 mg). Reactants: OC1=C(N(S(C2=C1SC1=C2C=CC=C1)(=O)=O)C)C(=O)OCCC (propyl 4-hydroxy-2-methyl-2H-[1] benzothieno [2,3-e]-1,2-thiazine-3-carboxylate-1,1-dioxide), NC=1SC2=C(N1)CCCC2 (2-amino-4,5,6,7-tetrahydrobenzothiazole). The product is OC1=C(N(S(C2=C1SC1=C2C=CC=C1)(=O)=O)C)C(=O)NC=1SC2=C(N1)CCCC2 (4-Hydroxy-2-methyl-N-(4,5,6,7-tetrahydro-2-benzothiazolyl)-2H-[1] benzothieno [2,3-e]-1,2-thiazine-3-carboxamide-1,1-dioxide). Yield: 58.0%. As a reaction SMILES: [OH:1][C:2]1[C:7]2[S:8][C:9]3[CH:14]=[CH:13][CH:12]=[CH:11][C:10]=3[C:6]=2[S:5](=[O:16])(=[O:15])[N:4]([CH3:17])[C:3]=1[C:18]([O:20]CCC)=O.[NH2:24][C:25]1[S:26][C:27]2[CH2:33][CH2:32][CH2:31][CH2:30][C:28]=2[N:29]=1>>[OH:1][C:2]1[C:7]2[S:8][C:9]3[CH:14]=[CH:13][CH:12]=[CH:11][C:10]=3[C:6]=2[S:5](=[O:15])(=[O:16])[N:4]([CH3:17])[C:3]=1[C:18]([NH:24][C:25]1[S:26][C:27]2[CH2:33][CH2:32][CH2:31][CH2:30][C:28]=2[N:29]=1)=[O:20]. Reported procedure: Prepared analogous to Example 1 from propyl 4-hydroxy-2-methyl-2H-[1] benzothieno [2,3-e]-1,2-thiazine-3-carboxylate-1,1-dioxide and 2-amino-4,5,6,7-tetrahydrobenzothiazole with a yield of 58% of theory. Starting materials: B.CSC (Borane methyl sulfide), C(C1=CC=CC=C1)N1C2=CC=C(C=C2C=2C(=CC=CC12)OCC#N)C (2-[(9-benzyl-6-methyl-9H-carbazol-4-yl)oxy]acetonitrile). Run in C1CCOC1 (THF). Run at time 5.5 hour. The product is C(C1=CC=CC=C1)N1C2=CC=C(C=C2C=2C(=CC=CC12)OCCN)C (2-[(9-Benzyl-6-methyl-9H-carbazol-4-yl)oxy]ethylamine). Isolated yield 65.7%. As a reaction SMILES: B.CSC.[CH2:5]([N:12]1[C:24]2[CH:23]=[CH:22][CH:21]=[C:20]([O:25][CH2:26][C:27]#[N:28])[C:19]=2[C:18]2[C:13]1=[CH:14][CH:15]=[C:16]([CH3:29])[CH:17]=2)[C:6]1[CH:11]=[CH:10][CH:9]=[CH:8][CH:7]=1>C1COCC1>[CH2:5]([N:12]1[C:24]2[CH:23]=[CH:22][CH:21]=[C:20]([O:25][CH2:26][CH2:27][NH2:28])[C:19]=2[C:18]2[C:13]1=[CH:14][CH:15]=[C:16]([CH3:29])[CH:17]=2)[C:6]1[CH:7]=[CH:8][CH:9]=[CH:10][CH:11]=1 |f:0.1|. Procedure details: Borane-methyl sulfide (1.2 mL, 0.013 mol) is added to a mixture of 2-[(9-benzyl-6-methyl-9H-carbazol-4-yl)oxy]acetonitrile (1.3337 g, 0.0041 mol) in dry THF (35 mL) and the mixture is allowed to stir at room temperature for 5.5 h. The excess borane then is cautiously quenched with methanol and the mixture is concentrated under reduced pressure. Methanol and dichloromethane are added to the residue and the solution is again concentrated under reduced pressure (repeated twice). The solids are then... The reactants are Brc1ccc2ccccc2c1, O=C([O-])[O-], C1COCCO1, Cc1ccncc1N1CCNC1=O, I[Cu]I, [K+], [K+], NC1CCCCC1N. Yields the product Cc1ccncc1N1CCN(c2ccc3ccccc3c2)C1=O. RXN SMILES: [Br:28][c:29]1[cH:30][c:31]2[cH:32][cH:33][cH:34][cH:35][c:36]2[cH:37][cH:38]1.[C:9](=[O:10])([O-:11])[O-:12].[CH2:42]1[O:43][CH2:44][CH2:45][O:46][CH2:47]1.[CH3:15][c:16]1[c:17]([N:22]2[C:23](=[O:27])[NH:24][CH2:25][CH2:26]2)[cH:18][n:19][cH:20][cH:21]1.[Cu:39]([I:40])[I:41].[K+:13].[K+:14].[NH2:1][CH:2]1[CH2:3][CH2:4][CH2:5][CH2:6][CH:7]1[NH2:8]>>[CH3:15][c:16]1[c:17]([N:22]2[C:23](=[O:27])[N:24]([c:29]3[cH:30][c:31]4[cH:32][cH:33][cH:34][cH:35][c:36]4[cH:37][cH:38]3)[CH2:25][CH2:26]2)[cH:18][n:19][cH:20][cH:21]1.